Dataset: the Open Reaction Database (ORD), a public repository of structured organic reaction records. Task: describe an organic reaction: reactants, conditions, products, and yield Reported procedure: A method for synthesizing 3-(1-propenyl)-1,5-dihydro-3H-2,4-benzodioxepine is illustrated in Scheme 3. 1,2-Benzenedimethanol (500 mg, 3.62 mmol) and p-toluenesulfonic acid (172 mg, 0.9 mmol) were dissolved in 2 mL of dry DME and triethylortoformate (0.396 mL, 3.62 mmol) was added. The solution was stirred at rt. and under argon for 1 h. Ether (20 mL) was added and the organic layer washed with a saturated solution of NaHCO3 and water, then dried (Na2SO4). The solvent was evaporated giving crude ... Isolated yield 89.0%. The reactants are C=1(C(=CC=CC1)CO)CO (1,2-Benzenedimethanol), C1(=CC=C(C=C1)S(=O)(=O)O)C (p-toluenesulfonic acid), C(=CC)C1OCC2=C(CO1)C=CC=C2 (3-(1-propenyl)-1,5-dihydro-3H-2,4-benzodioxepine), CCOCC (Ether). Reaction conditions: time 1 hour. Yields the product COC1OCC2=C(CO1)C=CC=C2 (3-methoxy-1,5-dihydro-3H-2,4 benzodioxepine). Solvent: COCCOC (DME). Reaction SMILES: C([CH:4]1[O:10][CH2:9][C:8]2[CH:11]=[CH:12][CH:13]=[CH:14][C:7]=2[CH2:6][O:5]1)=CC.C1(CO)C([CH2:21][OH:22])=CC=CC=1.C1(C)C=CC(S(O)(=O)=O)=CC=1.CCOCC>COCCOC>[CH3:21][O:22][CH:4]1[O:5][CH2:6][C:7]2[CH:14]=[CH:13][CH:12]=[CH:11][C:8]=2[CH2:9][O:10]1. Yields the product C1(=CC=CC=C1)S(=O)(=O)CC1=CC=C(C(=C1C(=O)OCC)OC)C1=CC=CC=C1 (Ethyl 6-(benzenesulphonylmethyl)-2-methoxy-3-phenylbenzoate). Procedure: Prepared by proceeding in a similar manner to Intermediate 28, starting from ethyl 6-(benzenesulphonylmethyl)-3-bromo-2-methoxybenzoate (Intermediate 61) and phenylboronic acid. Starting materials: O1C=C(C=C1)C=1C(=C(C(=O)OCC)C(=CC1)CS(=O)(=O)C1=C(C=CC=C1)C)OC (ethyl 3-(furan-3-yl)-2-methoxy-6-(2-methylbenzenesulphonylmethyl)benzoate), C1(=CC=CC=C1)B(O)O (phenylboronic acid), C1(=CC=CC=C1)S(=O)(=O)CC1=CC=C(C(=C1C(=O)OCC)OC)Br (ethyl 6-(benzenesulphonylmethyl)-3-bromo-2-methoxybenzoate), C1(=CC=CC=C1)S(=O)(=O)CC1=CC=C(C(=C1C(=O)OCC)OC)Br (ethyl 6-(benzenesulphonylmethyl)-3-bromo-2-methoxybenzoate). Reaction SMILES: O1[CH:5]=[CH:4][C:3]([C:6]2[C:7]([O:28][CH3:29])=[C:8]([C:14]([CH2:17][S:18]([C:21]3[CH:26]=[CH:25][CH:24]=[CH:23][C:22]=3C)(=[O:20])=[O:19])=[CH:15][CH:16]=2)[C:9]([O:11][CH2:12][CH3:13])=[O:10])=[CH:2]1.[C:30]1(S(CC2C(C(OCC)=O)=C(OC)C(Br)=CC=2)(=O)=O)C=CC=C[CH:31]=1.C1(B(O)O)C=CC=CC=1>>[C:21]1([S:18]([CH2:17][C:14]2[C:8]([C:9]([O:11][CH2:12][CH3:13])=[O:10])=[C:7]([O:28][CH3:29])[C:6]([C:3]3[CH:2]=[CH:31][CH:30]=[CH:5][CH:4]=3)=[CH:16][CH:15]=2)(=[O:19])=[O:20])[CH:22]=[CH:23][CH:24]=[CH:25][CH:26]=1. The reactants are C(C)(C)(C)C1=CC=C(OC=2C=C3C=C(N=CC3=CC2)C(=O)O)C=C1 (6-(4-tert-butyl-phenoxy)-isoquinoline-3-carboxylic acid), COC([C@H](CC1=CC=C(C=C1)OCC1=CC=CC=C1)N)=O ((2S)-amino-3-(4-benzyloxy-phenyl)-propionic acid methyl ester). The product is COC(C(CC1=CC=C(C=C1)OCC1=CC=CC=C1)NC(=O)C=1N=CC2=CC=C(C=C2C1)OC1=CC=C(C=C1)C(C)(C)C)=O (3-(4-benzyloxy-phenyl)-2-{[6-(4-tert-butyl-phenoxy)-isoquinoline-3-carbonyl]-amino}-propionic acid methyl-ester). Isolated yield 75.5%. RXN SMILES: [C:1]([C:5]1[CH:24]=[CH:23][C:8]([O:9][C:10]2[CH:11]=[C:12]3[C:17](=[CH:18][CH:19]=2)[CH:16]=[N:15][C:14]([C:20](O)=[O:21])=[CH:13]3)=[CH:7][CH:6]=1)([CH3:4])([CH3:3])[CH3:2].[CH3:25][O:26][C:27](=[O:45])[C@@H:28]([NH2:44])[CH2:29][C:30]1[CH:35]=[CH:34][C:33]([O:36][CH2:37][C:38]2[CH:43]=[CH:42][CH:41]=[CH:40][CH:39]=2)=[CH:32][CH:31]=1>>[CH3:25][O:26][C:27](=[O:45])[CH:28]([NH:44][C:20]([C:14]1[N:15]=[CH:16][C:17]2[C:12]([CH:13]=1)=[CH:11][C:10]([O:9][C:8]1[CH:23]=[CH:24][C:5]([C:1]([CH3:4])([CH3:3])[CH3:2])=[CH:6][CH:7]=1)=[CH:19][CH:18]=2)=[O:21])[CH2:29][C:30]1[CH:35]=[CH:34][C:33]([O:36][CH2:37][C:38]2[CH:43]=[CH:42][CH:41]=[CH:40][CH:39]=2)=[CH:32][CH:31]=1. Reported procedure: 870 mg (2.71 mmol) of 6-(4-tert-butylphenoxy)-isoquinoline-3-carboxylic acid (example 295) was reacted with 871 mg (2.71 mmol) of (2S)-amino-3-(4-benzyloxy-phenyl)-propionic acid methyl ester as described in general procedure A. The crude product was purified by flash column chromatography on silica using 3:2 hexane/ethyl acetate as eluent to afford 1.205 g of 3-(4-benzyloxy-phenyl)-2-{[6-(4-tert-butyl-phenoxy)-isoquinoline-3-carbonyl]-amino}-propionic acid methyl-ester as a white solid. LCMS 59... Reactants: CN(C(=O)N)C (N,N-dimethyl urea), C(=O)([O-])[O-].[Cs+].[Cs+] (Cs2CO3), ClC1=NC=CC(=C1)OC=1C=NC(=CC1)[N+](=O)[O-] (2-chloro-4-((6-nitropyridin-3-yl)oxy)pyridine). The reagents and catalysts are C1(=CC=CC=C1)P([C-]1C=CC=C1)C1=CC=CC=C1.[C-]1(C=CC=C1)P(C1=CC=CC=C1)C1=CC=CC=C1.[Fe+2] (dppf), C=1C=CC(=CC1)/C=C/C(=O)/C=C/C2=CC=CC=C2.C=1C=CC(=CC1)/C=C/C(=O)/C=C/C2=CC=CC=C2.C=1C=CC(=CC1)/C=C/C(=O)/C=C/C2=CC=CC=C2.[Pd].[Pd] (Pd2(dba)3). Run in O1CCOCC1 (dioxane). Conditions: temperature 95 celsius. The product is CN(C(=O)NC1=NC=CC(=C1)OC=1C=NC(=CC1)[N+](=O)[O-])C (1,1-dimethyl-3-(4-((6-nitropyridin-3-yl)oxy)pyridin-2-yl)urea). Isolated yield 51.2%. Reaction SMILES: Cl[C:2]1[CH:7]=[C:6]([O:8][C:9]2[CH:10]=[N:11][C:12]([N+:15]([O-:17])=[O:16])=[CH:13][CH:14]=2)[CH:5]=[CH:4][N:3]=1.[CH3:18][N:19]([CH3:23])[C:20]([NH2:22])=[O:21].C([O-])([O-])=O.[Cs+].[Cs+]>O1CCOCC1.C1(P(C2C=CC=CC=2)[C-]2C=CC=C2)C=CC=CC=1.[C-]1(P(C2C=CC=CC=2)C2C=CC=CC=2)C=CC=C1.[Fe+2].C1C=CC(/C=C/C(/C=C/C2C=CC=CC=2)=O)=CC=1.C1C=CC(/C=C/C(/C=C/C2C=CC=CC=2)=O)=CC=1.C1C=CC(/C=C/C(/C=C/C2C=CC=CC=2)=O)=CC=1.[Pd].[Pd]>[CH3:18][N:19]([CH3:23])[C:20]([NH:22][C:2]1[CH:7]=[C:6]([O:8][C:9]2[CH:10]=[N:11][C:12]([N+:15]([O-:17])=[O:16])=[CH:13][CH:14]=2)[CH:5]=[CH:4][N:3]=1)=[O:21] |f:2.3.4,6.7.8,9.10.11.12.13|. Reported procedure: A mixture of Example A1 (1 g, 3.97 mmol) in dioxane (20 mL) was sparged with Ar, treated with N,N-dimethyl urea (0.700 g, 7.95 mmol) and Cs2CO3 (1.942 g, 5.96 mmol), sparged with Ar, treated with dppf [1,1′-bis(diphenylphosphino)ferrocene] (12.38 g, 22.33 mmol) and Pd2(dba)3 (0.182 g, 0.199 mmol), sparged once again with Ar and heated at 95° C. overnight. The mixture was cooled to RT, treated with EtOAc and the solids removed via filtration through silica gel. The filtrate was concentrated to dr... Reactants: BrCC1=C(C(=CC=C1)C(F)(F)F)CBr (1,2-bis(bromomethyl)-3-trifluoromethylbenzene), N[C@@H](C(C)C)C(=O)O (valine), FC(C1=C2CN(CC2=CC=C1)C(C(=O)O)C(C)C)(F)F (2-(4-trifluoromethyl-2-isoindolinyl)-3-methylbutanoic acid), α-cyano-m-phenoxybenzyl esters, S(C)(=O)(=O)OC(C1=CC(=CC=C1)OC1=CC=CC=C1)C#N (α-cyano-m-phenoxybenzyl mesylate). The product is COC=1C=C2CN(CC2=CC1)C(C(=O)OCC1=CC(=CC=C1)OC1=CC=CC=C1)C(C)C (m-phenoxybenzyl 2-(5-methoxy-2-isoindolinyl)-3-methylbutanoate). Reaction SMILES: BrCC1C=CC=C(C(F)(F)F)C=1CBr.N[C@H]([C:20](O)=[O:21])C(C)C.FC(F)(F)[C:25]1[CH:33]=[CH:32][CH:31]=[C:30]2[C:26]=1[CH2:27][N:28]([CH:34]([CH:38]([CH3:40])[CH3:39])[C:35]([OH:37])=[O:36])[CH2:29]2.S(O[CH:48](C#N)[C:49]1[CH:54]=[CH:53][CH:52]=[C:51]([O:55][C:56]2[CH:61]=[CH:60][CH:59]=[CH:58][CH:57]=2)[CH:50]=1)(=O)(=O)C>>[CH3:20][O:21][C:32]1[CH:31]=[C:30]2[C:26](=[CH:25][CH:33]=1)[CH2:27][N:28]([CH:34]([CH:38]([CH3:39])[CH3:40])[C:35]([O:37][CH2:48][C:49]1[CH:54]=[CH:53][CH:52]=[C:51]([O:55][C:56]3[CH:57]=[CH:58][CH:59]=[CH:60][CH:61]=3)[CH:50]=1)=[O:36])[CH2:29]2. Procedure: The α-cyano-m-phenoxybenzyl esters of the above are prepared using the procedure of Example 10 by reacting, e.g. 1,2-bis(bromomethyl)-3-trifluoromethylbenzene with valine to prepare 2-(4-trifluoromethyl-2-isoindolinyl)-3-methylbutanoic acid and esterifying using α-cyano-m-phenoxybenzyl mesylate.